This data is from the Open Reaction Database (ORD), a public repository of structured organic reaction records. The task is: describe an organic reaction: reactants, conditions, products, and yield Reactants: C[C@@]1(OC(OC1)=O)C(=O)O ((4S)-4-methyl-2-oxo-1,3-dioxolane-4-carboxylic acid), C(C(=O)Cl)(=O)Cl (oxalyl chloride), CN(C)C=O (DMF). The solvent is ClCCl (dichloromethane). Run at time 10 minute. Product: C[C@@]1(OC(OC1)=O)C(=O)Cl ((4S)-4-methyl-2-oxo-1,3-dioxolane-4-carbonyl chloride). Reaction SMILES: [CH3:1][C@@:2]1([C:8]([OH:10])=O)[CH2:6][O:5][C:4](=[O:7])[O:3]1.C(Cl)(=O)C([Cl:14])=O.CN(C=O)C>ClCCl>[CH3:1][C@@:2]1([C:8]([Cl:14])=[O:10])[CH2:6][O:5][C:4](=[O:7])[O:3]1. Procedure details: To a solution of the compound prepared in Example 184 (330 mg) in dichloromethane (11 mL) were added oxalyl chloride (290 μL) and DMF (0.1 mL) and the reaction mixture was stirred at room temperature for 10 minutes. The reaction mixture was concentrated in vacuum condition to give the title compound (2.0 g) having the following physical data as a coarse product. This compound was used for the next reaction without being purified. Reactants: CCN1CCN(c2ccc(Nc3cc(NC)ncn3)cc2)CC1, Cc1ccccc1, O=C=Nc1c(Cl)ccc(C(F)(F)F)c1Cl, ClCCl, [Na+], O=C([O-])O. The product is CCN1CCN(c2ccc(Nc3cc(N(C)C(=O)Nc4c(Cl)ccc(C(F)(F)F)c4Cl)ncn3)cc2)CC1. As a reaction SMILES: [CH2:1]([CH3:2])[N:3]1[CH2:4][CH2:5][N:6]([c:9]2[cH:10][cH:11][c:12]([NH:15][c:16]3[n:17][cH:18][n:19][c:20]([NH:22][CH3:23])[cH:21]3)[cH:13][cH:14]2)[CH2:7][CH2:8]1.[CH3:44][c:45]1[cH:46][cH:47][cH:48][cH:49][cH:50]1.[Cl:24][c:25]1[c:26]([N:36]=[C:37]=[O:38])[c:27]([Cl:35])[cH:28][cH:29][c:30]1[C:31]([F:32])([F:33])[F:34].[Cl:51][CH2:52][Cl:53].[Na+:43].[O-:39][C:40]([OH:41])=[O:42]>>[CH2:1]([CH3:2])[N:3]1[CH2:4][CH2:5][N:6]([c:9]2[cH:10][cH:11][c:12]([NH:15][c:16]3[n:17][cH:18][n:19][c:20]([N:22]([CH3:23])[C:37]([NH:36][c:26]4[c:25]([Cl:24])[c:30]([C:31]([F:32])([F:33])[F:34])[cH:29][cH:28][c:27]4[Cl:35])=[O:38])[cH:21]3)[cH:13][cH:14]2)[CH2:7][CH2:8]1. The reactants are crude material, BrC=1C=CC2=C(SC(=C2)C2=NC(=NC=C2Cl)NCCCN2CCN(CC2)C)C1 ([4-(6-bromobenzo[b]thiophen-2-yl)-5-chloropyrimidin-2-yl]-[3-(4-methylpiperazin-1-yl)-propyl]-amine), N1=C(C=CC=C1)N (pyridin-2-amine), CC1(C2=C(C(=CC=C2)P(C3=CC=CC=C3)C4=CC=CC=C4)OC5=C(C=CC=C51)P(C6=CC=CC=C6)C7=CC=CC=C7)C (Xantphos), C([O-])([O-])=O.[Cs+].[Cs+] (cesium carbonate). Reagents/catalysts: C=1C=CC(=CC1)/C=C/C(=O)/C=C/C2=CC=CC=C2.C=1C=CC(=CC1)/C=C/C(=O)/C=C/C2=CC=CC=C2.C=1C=CC(=CC1)/C=C/C(=O)/C=C/C2=CC=CC=C2.[Pd].[Pd] (tris(dibenzylideneacetone)dipalladium(0)). The solvent is C(C)#N (acetonitrile). Reaction conditions: temperature 150 celsius. Yields the product ClC=1C(=NC(=NC1)NCCCN1CCN(CC1)C)C1=CC2=C(S1)C=C(C=C2)NC2=NC=CC=C2 ({5-Chloro-4-[6-(pyridin-2-ylamino)-benzo[b]thiophen-2-yl]pyrimidin-2-yl}-[3-(4-methylpiperazin-1-yl)-propyl]-amine). Yield: 32.3%. As a reaction SMILES: Br[C:2]1[CH:3]=[CH:4][C:5]2[CH:9]=[C:8]([C:10]3[C:15]([Cl:16])=[CH:14][N:13]=[C:12]([NH:17][CH2:18][CH2:19][CH2:20][N:21]4[CH2:26][CH2:25][N:24]([CH3:27])[CH2:23][CH2:22]4)[N:11]=3)[S:7][C:6]=2[CH:28]=1.[N:29]1[CH:34]=[CH:33][CH:32]=[CH:31][C:30]=1[NH2:35].CC1(C)C2C(=C(P(C3C=CC=CC=3)C3C=CC=CC=3)C=CC=2)OC2C(P(C3C=CC=CC=3)C3C=CC=CC=3)=CC=CC1=2.C(=O)([O-])[O-].[Cs+].[Cs+]>C1C=CC(/C=C/C(/C=C/C2C=CC=CC=2)=O)=CC=1.C1C=CC(/C=C/C(/C=C/C2C=CC=CC=2)=O)=CC=1.C1C=CC(/C=C/C(/C=C/C2C=CC=CC=2)=O)=CC=1.[Pd].[Pd].C(#N)C>[Cl:16][C:15]1[C:10]([C:8]2[S:7][C:6]3[CH:28]=[C:2]([NH:35][C:30]4[CH:31]=[CH:32][CH:33]=[CH:34][N:29]=4)[CH:3]=[CH:4][C:5]=3[CH:9]=2)=[N:11][C:12]([NH:17][CH2:18][CH2:19][CH2:20][N:21]2[CH2:26][CH2:25][N:24]([CH3:27])[CH2:23][CH2:22]2)=[N:13][CH:14]=1 |f:3.4.5,6.7.8.9.10|. Procedure: A microwave tube is charged with [4-(6-bromobenzo[b]thiophen-2-yl)-5-chloropyrimidin-2-yl]-[3-(4-methylpiperazin-1-yl)-propyl]-amine (45 mg, 0.094 mmol), 2.5 equivalent of pyridin-2-amine (28 mg, 0.30 mmol), 2 mol % of tris(dibenzylideneacetone)dipalladium(0) (1.7 mg, 0.0020 mmol), 6 mol % of Xantphos (3.5 mg, 0.0060 mmol), 2.5 equivalent of cesium carbonate (77 mg, 0.24 mmol) and acetonitrile (2 mL). The reaction is sealed and heated under microwave condition at 150° C. for 15 minutes, cooled d... Reactants: O (water), CS(=O)(=O)Cl (Methanesulfonyl chloride), C(C1=CC=CC=C1)OC(NC1=CC=CC=2CCC(CC12)N)=O ((7-Amino-5,6,7,8-tetrahydronaphthalen-1-yl)carbamic Acid Benzyl Ester), C(C)(C)N(CC)C(C)C (diisopropylethylamine). The solvent is C(Cl)Cl (CH2Cl2), C(Cl)Cl (methylene chloride). Run at time 30 minute. The product is C(C1=CC=CC=C1)OC(NC1=CC=CC=2CCC(CC12)NS(=O)(=O)C)=O ((7-Methanesulfonylamino-5,6,7,8-tetrahydronaphthalen-1-yl)carbamic Acid Benzyl ester). Isolated yield 58.2%. RXN SMILES: [CH3:1][S:2](Cl)(=[O:4])=[O:3].[CH2:6]([O:13][C:14](=[O:27])[NH:15][C:16]1[C:25]2[CH2:24][CH:23]([NH2:26])[CH2:22][CH2:21][C:20]=2[CH:19]=[CH:18][CH:17]=1)[C:7]1[CH:12]=[CH:11][CH:10]=[CH:9][CH:8]=1.C(N(C(C)C)CC)(C)C.O>C(Cl)Cl>[CH2:6]([O:13][C:14](=[O:27])[NH:15][C:16]1[C:25]2[CH2:24][CH:23]([NH:26][S:2]([CH3:1])(=[O:4])=[O:3])[CH2:22][CH2:21][C:20]=2[CH:19]=[CH:18][CH:17]=1)[C:7]1[CH:12]=[CH:11][CH:10]=[CH:9][CH:8]=1. Procedure details: Methanesulfonyl chloride (176 mg, 1.54 mmol) was added dropwise to a solution of the product from Example 20C (381 mg, 1.29 mmol) and diisopropylethylamine (332 mg, 2.57 mmol) in 15 mL CH2Cl2 at ambient temperature. The mixture was stirred 30 minutes, diluted with methylene chloride and poured into water. The separated organic phase was washed with 1N aq HCl, brine, dried (Na2SO4), filtered and concentrated under reduced pressure. Flash chromatography (4% CH3OH/CH2Cl2) yielded 281 mg (58%) of th... Starting materials: BrCC#CC (1-bromo-2-butyne), C([O-])([O-])=O.[K+].[K+] (potassium carbonate), OC1=CC2=C(OCO2)C=C1CCC (5-hydroxy-6-propyl-benzo[1.3]dioxole). The solvent is CC(=O)C (acetone). Yields the product C(C#CC)OC1=CC2=C(OCO2)C=C1CCC (5-(but-2-ynyloxy)-6-propyl-benzo[1.3]dioxole). Isolated yield 84.0%. RXN SMILES: [OH:1][C:2]1[C:10]([CH2:11][CH2:12][CH3:13])=[CH:9][C:5]2[O:6][CH2:7][O:8][C:4]=2[CH:3]=1.Br[CH2:15][C:16]#[C:17][CH3:18].C(=O)([O-])[O-].[K+].[K+]>CC(C)=O>[CH2:15]([O:1][C:2]1[C:10]([CH2:11][CH2:12][CH3:13])=[CH:9][C:5]2[O:6][CH2:7][O:8][C:4]=2[CH:3]=1)[C:16]#[C:17][CH3:18] |f:2.3.4|. Procedure details: Following the same procedure as in Example 2, 3.65 g (0.02 moles) of 5-hydroxy-6-propyl-benzo[1.3]dioxole were reacted with 2.7 g (0.02 moles) of 1-bromo-2-butyne and 2.8 g (0.02 moles) of anhydrous potassium carbonate in 15 ml of acetone. After the work up of the reaction as in Example 2, a residue was obtained that after distillation at 115-117° C./0.2 mbar gave 3.9 g of a liquid product that, after some time, crystallized with m.p. 39° -40 ° C. and whose NMR and MS analyses correspond to thos... The reactants are FC1=CC=C(CNC(=O)C=2N=C3N(C(C2OCC2=CC=CC=C2)=O)CCN3C)C=C1 (N-(4-fluorobenzyl)-6-(benzyloxy)-1-methyl-5-oxo-1,2,3,5-tetrahydroimidazo[1,2-a]pyrimidine-7-carboxamide), [H][H] (hydrogen). The reagents and catalysts are [Pd] (palladium on activated carbon). Solvent: C(C)(=O)OCC (ethyl acetate), C(C)O (ethanol). The product is FC1=CC=C(CNC(=O)C=2N=C3N(C(C2O)=O)CCN3C)C=C1 (N-(4Fluorobenzyl)-6-hydroxy-1-methyl-5-oxo-1,2,3,5-tetrahydroimidazo[1,2-a]pyrimidine-7-carboxamide). The yield is 82.5%. Reaction SMILES: [F:1][C:2]1[CH:30]=[CH:29][C:5]([CH2:6][NH:7][C:8]([C:10]2[N:11]=[C:12]3[N:27]([CH3:28])[CH2:26][CH2:25][N:13]3[C:14](=[O:24])[C:15]=2[O:16]CC2C=CC=CC=2)=[O:9])=[CH:4][CH:3]=1.[H][H]>C(OCC)(=O)C.C(O)C.[Pd]>[F:1][C:2]1[CH:3]=[CH:4][C:5]([CH2:6][NH:7][C:8]([C:10]2[N:11]=[C:12]3[N:27]([CH3:28])[CH2:26][CH2:25][N:13]3[C:14](=[O:24])[C:15]=2[OH:16])=[O:9])=[CH:29][CH:30]=1. Reported procedure: A solution of N-(4-fluorobenzyl)-6-(benzyloxy)-1-methyl-5-oxo-1,2,3,5-tetrahydroimidazo[1,2-a]pyrimidine-7-carboxamide (0.202 g, 0.495 mmol) in a mixture of ethyl acetate (150 ml) and ethanol (20 ml) at 25° C. was hydrogenated over 10% palladium on activated carbon (50 mg) and under one atmosphere of hydrogen for one hour to give 0.130 g (83% yield) of the title compound as white needles; mp 212° C. (ethyl acetate). 1HNMR 400 MHz (CDCl3) δ (ppm): 2.93 (3H, s, CH3), 3.63 (2H, t, J=8.6 Hz, CH2), 4...